From a dataset of the Open Reaction Database (ORD), a public repository of structured organic reaction records. describe an organic reaction: reactants, conditions, products, and yield The reactants are CC(=O)OC(CN(Cc1ccccc1)C1(C)Cc2cc(C)c(C)cc2C1)c1ccc(OCc2ccccc2)c([N+](=O)[O-])c1, C1CCOC1, Cc1ccccc1. The product is CC(=O)OC(CN(Cc1ccccc1)C1(C)Cc2cc(C)c(C)cc2C1)c1ccc(OCc2ccccc2)c(N)c1. Reaction SMILES: [CH2:1]([c:2]1[cH:3][cH:4][cH:5][cH:6][cH:7]1)[O:8][c:9]1[c:10]([N+:41]([O-:42])=[O:43])[cH:11][c:12]([CH:15]([CH2:16][N:17]([C:18]2([CH3:29])[CH2:19][c:20]3[cH:21][c:22]([CH3:28])[c:23]([CH3:27])[cH:24][c:25]3[CH2:26]2)[CH2:30][c:31]2[cH:32][cH:33][cH:34][cH:35][cH:36]2)[O:37][C:38]([CH3:39])=[O:40])[cH:13][cH:14]1.[CH2:44]1[O:45][CH2:46][CH2:47][CH2:48]1.[CH3:49][c:50]1[cH:51][cH:52][cH:53][cH:54][cH:55]1>>[CH2:1]([c:2]1[cH:3][cH:4][cH:5][cH:6][cH:7]1)[O:8][c:9]1[c:10]([NH2:41])[cH:11][c:12]([CH:15]([CH2:16][N:17]([C:18]2([CH3:29])[CH2:19][c:20]3[cH:21][c:22]([CH3:28])[c:23]([CH3:27])[cH:24][c:25]3[CH2:26]2)[CH2:30][c:31]2[cH:32][cH:33][cH:34][cH:35][cH:36]2)[O:37][C:38]([CH3:39])=[O:40])[cH:13][cH:14]1. Starting materials: C[Si](C)(C)CCOCN1CCN(C(=O)OCc2ccccc2)CC1=O, CO. The product is C[Si](C)(C)CCOCN1CCNCC1=O. As a reaction SMILES: [CH2:1]([O:2][C:3](=[O:4])[N:11]1[CH2:12][C:13](=[O:25])[N:14]([CH2:17][O:18][CH2:19][CH2:20][Si:21]([CH3:22])([CH3:23])[CH3:24])[CH2:15][CH2:16]1)[c:5]1[cH:6][cH:7][cH:8][cH:9][cH:10]1.[CH3:26][OH:27]>>[NH:11]1[CH2:12][C:13](=[O:25])[N:14]([CH2:17][O:18][CH2:19][CH2:20][Si:21]([CH3:22])([CH3:23])[CH3:24])[CH2:15][CH2:16]1.